This data is from the Open Reaction Database (ORD), a public repository of structured organic reaction records. The task is: describe an organic reaction: reactants, conditions, products, and yield Starting materials: F[B-](F)(F)F, COC(C)(C)C, O=C(NCC1NC2CCC1C2)C(F)(F)F, CCN(C(C)C)C(C)C, Nc1nc(C(=O)O)c(-c2cccc(F)c2)s1, CN(C)C=O, CN(C)C(On1nnc2ccccc21)=[N+](C)C. The product is Nc1nc(C(=O)N2C3CCC(C3)C2CNC(=O)C(F)(F)F)c(-c2cccc(F)c2)s1. Reaction SMILES: [B-:1]([F:2])([F:3])([F:4])[F:5].[C:68]([O:69][CH3:70])([CH3:71])([CH3:72])[CH3:73].[CH:39]12[NH:40][CH:41]([CH2:46][NH:47][C:48]([C:49]([F:50])([F:51])[F:52])=[O:53])[CH:42]([CH2:43][CH2:44]1)[CH2:45]2.[CH:54]([N:55]([CH2:56][CH3:57])[CH:58]([CH3:59])[CH3:60])([CH3:61])[CH3:62].[NH2:23][c:24]1[s:25][c:26](-[c:32]2[cH:33][c:34]([F:38])[cH:35][cH:36][cH:37]2)[c:27]([C:29](=[O:30])[OH:31])[n:28]1.[O:63]=[CH:64][N:65]([CH3:66])[CH3:67].[n:6]1([O:7][C:8]([N:9]([CH3:10])[CH3:11])=[N+:12]([CH3:13])[CH3:14])[c:15]2[cH:16][cH:17][cH:18][cH:19][c:20]2[n:21][n:22]1>>[NH2:23][c:24]1[s:25][c:26](-[c:32]2[cH:33][c:34]([F:38])[cH:35][cH:36][cH:37]2)[c:27]([C:29](=[O:31])[N:40]2[CH:39]3[CH2:44][CH2:43][CH:42]([CH:41]2[CH2:46][NH:47][C:48]([C:49]([F:50])([F:51])[F:52])=[O:53])[CH2:45]3)[n:28]1. Reactants: CO, CCO, Cc1ccc(C(=O)NC2CC2)cc1-n1cnc2ccc(C#CCN(C)C)cc2c1=O, [H][H]. The product is Cc1ccc(C(=O)NC2CC2)cc1-n1cnc2ccc(CCCN(C)C)cc2c1=O. RXN SMILES: [CH3:31][OH:32].[CH3:35][CH2:36][OH:37].[CH:1]1([NH:4][C:5]([c:6]2[cH:7][c:8](-[n:13]3[cH:14][n:15][c:16]4[cH:17][cH:18][c:19]([C:24]#[C:25][CH2:26][N:27]([CH3:28])[CH3:29])[cH:20][c:21]4[c:22]3=[O:23])[c:9]([CH3:12])[cH:10][cH:11]2)=[O:30])[CH2:2][CH2:3]1.[H:33][H:34]>>[CH:1]1([NH:4][C:5]([c:6]2[cH:7][c:8](-[n:13]3[cH:14][n:15][c:16]4[cH:17][cH:18][c:19]([CH2:24][CH2:25][CH2:26][N:27]([CH3:28])[CH3:29])[cH:20][c:21]4[c:22]3=[O:23])[c:9]([CH3:12])[cH:10][cH:11]2)=[O:30])[CH2:2][CH2:3]1. The reactants are C[O-].[Na+] (sodium methoxide), C(CCCCCCC)N(CCCCCCCC)CCCCCCCC (trioctylamine), Cl (hydrochloric acid), [OH-].[Na+] (sodium hydroxide), FC=1C(=C(C(=C2C1C(=O)OC2=O)F)F)F (tetrafluorophthalic anhydride). The solvent is CO (methanol), C=1(C(=CC=CC1)C)C (xylene), CO (methanol). Conditions: time 2 hour. Product: COC=1C(=C(C(=O)O)C=C(C1F)F)F (3-methoxy-2,4,5-trifluorobenzoic acid). The yield is 81.5%. RXN SMILES: [F:1][C:2]1[C:3](F)=[C:4]([F:14])[C:5]([F:13])=[C:6]2C(=O)[O:10][C:8](=[O:9])[C:7]=12.[CH3:16][O-:17].[Na+].[OH-].[Na+].Cl.C(N(CCCCCCCC)CCCCCCCC)CCCCCCC>C1(C)C(C)=CC=CC=1.CO>[CH3:16][O:17][C:3]1[C:2]([F:1])=[C:7]([CH:6]=[C:5]([F:13])[C:4]=1[F:14])[C:8]([OH:10])=[O:9] |f:1.2,3.4|. Procedure: Into a 100 ml glass reactor equipped with a reflux condenser and a stirrer, 10 g (0.0397 mol) of the tetrafluorophthalic anhydride prepared in Example 3 and 20 ml of methanol were charged, and the mixture was stirred for 2 hours under reflux. After cooling, 42.8 g (0.079 mol) of a 10% methanol solution of sodium methoxide was dropwise added thereto. Then, under reflux, the mixture was stirred for one hour. Then, 15.9 g of a 10% sodium hydroxide aqueous solution was added thereto and the mixture ...